The task is: describe an organic reaction: reactants, conditions, products, and yield. This data is from the Open Reaction Database (ORD), a public repository of structured organic reaction records. The reactants are C(C)(C)(C)O[C@H](C(=O)OCC)C=1C(=NC(=C(C1N1CCC(CC1)(C)C)C1=CC=C(C=C1)O)C)C ((S)-ethyl 2-(tert-butoxy)-2-(4-(4,4-dimethylpiperidin-1-yl)-5-(4-hydroxyphenyl)-2,6-dimethylpyridin-3-yl)acetate), FC1=C(C=C(C(=C1)F)F)CCO (2-(2,4,5-trifluorophenyl)ethanol), C1=CC=C(C=C1)P(C2=CC=CC=C2)C3=CC=CC=C3 (Ph3P), CC(C)OC(=O)/N=N/C(=O)OC(C)C (DIAD), [OH-].[Na+] (NaOH). Run in C1CCOC1 (THF), CO (MeOH). Conditions: time 18 hour. Product: C(C)(C)(C)O[C@H](C(=O)O)C=1C(=NC(=C(C1N1CCC(CC1)(C)C)C1=CC=C(C=C1)OCCC1=C(C=C(C(=C1)F)F)F)C)C ((S)-2-(tert-butoxy)-2-(4-(4,4-dimethylpiperidin-1-yl)-2,6-dimethyl-5-(4-(2,4,5-trifluorophenethoxy)phenyl)pyridin-3-yl)acetic acid). Isolated yield 79.2%. RXN SMILES: [C:1]([O:5][C@@H:6]([C:12]1[C:13]([CH3:34])=[N:14][C:15]([CH3:33])=[C:16]([C:26]2[CH:31]=[CH:30][C:29](O)=[CH:28][CH:27]=2)[C:17]=1[N:18]1[CH2:23][CH2:22][C:21]([CH3:25])([CH3:24])[CH2:20][CH2:19]1)[C:7]([O:9]CC)=[O:8])([CH3:4])([CH3:3])[CH3:2].[F:35][C:36]1[CH:41]=[C:40]([F:42])[C:39]([F:43])=[CH:38][C:37]=1[CH2:44][CH2:45][OH:46].C1C=CC(P(C2C=CC=CC=2)C2C=CC=CC=2)=CC=1.CC(OC(/N=N/C(OC(C)C)=O)=O)C.[OH-].[Na+]>C1COCC1.CO>[C:1]([O:5][C@@H:6]([C:12]1[C:13]([CH3:34])=[N:14][C:15]([CH3:33])=[C:16]([C:26]2[CH:27]=[CH:28][C:29]([O:46][CH2:45][CH2:44][C:37]3[CH:38]=[C:39]([F:43])[C:40]([F:42])=[CH:41][C:36]=3[F:35])=[CH:30][CH:31]=2)[C:17]=1[N:18]1[CH2:19][CH2:20][C:21]([CH3:25])([CH3:24])[CH2:22][CH2:23]1)[C:7]([OH:9])=[O:8])([CH3:4])([CH3:2])[CH3:3] |f:4.5|. Procedure details: To a stirred solution of (S)-ethyl 2-(tert-butoxy)-2-(4-(4,4-dimethylpiperidin-1-yl)-5-(4-hydroxyphenyl)-2,6-dimethylpyridin-3-yl)acetate (25 mg, 0.053 mmol), 2-(2,4,5-trifluorophenyl)ethanol (47.0 mg, 0.267 mmol) and Ph3P-resin (69.7 mg, 0.267 mmol) in THF (2 mL) was added DIAD (0.052 mL, 0.267 mmol) at rt. After 18 h, mixture was filtered to remove polymer, concentrated and treated with 1N NaOH (0.854 mL, 0.854 mmol) in MeOH (1 mL) at 75° C. for 16 h. Mixture was then cooled and purified by pr... Starting materials: C1(=CC=CC=C1)C(N1C=NC(=C1)CCC[O-])(C1=CC=CC=C1)C1=CC=CC=C1.[Na+] (sodium 3-(1-triphenylmethyl-1H-imidazol-4-yl)propanolate), FC1=CC=C(C=C1)S(=O)(=O)C1=CC=C(C=C1)F (bis(4-fluorophenyl) sulphone). Yields the product N1C=NC(=C1)CCCOC1=CC=C(C=C1)S(=O)(=O)C1=CC=C(C=C1)F (4-Fluorophenyl 4-(3-(1H-imidazol-4-yl)propyloxy)phenyl sulphone). RXN SMILES: C1(C(C2C=CC=CC=2)(C2C=CC=CC=2)[N:8]2[CH:12]=[C:11]([CH2:13][CH2:14][CH2:15][O-:16])[N:10]=[CH:9]2)C=CC=CC=1.[Na+].F[C:31]1[CH:36]=[CH:35][C:34]([S:37]([C:40]2[CH:45]=[CH:44][C:43]([F:46])=[CH:42][CH:41]=2)(=[O:39])=[O:38])=[CH:33][CH:32]=1>>[NH:8]1[CH:12]=[C:11]([CH2:13][CH2:14][CH2:15][O:16][C:31]2[CH:32]=[CH:33][C:34]([S:37]([C:40]3[CH:45]=[CH:44][C:43]([F:46])=[CH:42][CH:41]=3)(=[O:39])=[O:38])=[CH:35][CH:36]=2)[N:10]=[CH:9]1 |f:0.1|. Procedure: 5 mmol of sodium 3-(1-triphenylmethyl-1H-imidazol-4-yl)propanolate and 10 mmol of bis(4-fluorophenyl) sulphone are treated as described in Example 61 (method A). Starting materials: S(=O)(=O)([O-])[O-].[Na+].[Na+] (sodium sulphate), C1(CCCCC1)=O (cyclohexanone), CC([O-])C.[Al+3].CC([O-])C.CC([O-])C (aluminium isopropoxide), C(CCC)[C@]12[C@H](CC[C@H]2[C@H]2[C@H](CC1)C=1CC=C(CC1CC2)OC)O (13β-n-butyl-3-methoxy-gona-2,5(10)-dien-17β-ol). Run in C1(=CC=CC=C1)C (toluene), O (water). Product: C(CCC)[C@]12C(CC[C@H]2[C@H]2[C@H](CC1)C=1CC=C(CC1CC2)OC)=O (13β-n-butyl-3-methoxy-gona-2,5(10)-dien-17-one). Isolated yield 75.5%. Reaction SMILES: [CH2:1]([C@:5]12[CH2:13][CH2:12][C@@H:11]3[C:14]4[CH2:15][CH:16]=[C:17]([O:22][CH3:23])[CH2:18][C:19]=4[CH2:20][CH2:21][C@H:10]3[C@@H:9]1[CH2:8][CH2:7][C@@H:6]2[OH:24])[CH2:2][CH2:3][CH3:4].C1(=O)CCCCC1.CC(C)[O-].[Al+3].CC(C)[O-].CC(C)[O-].S([O-])([O-])(=O)=O.[Na+].[Na+]>C1(C)C=CC=CC=1.O>[CH2:1]([C@:5]12[CH2:13][CH2:12][C@@H:11]3[C:14]4[CH2:15][CH:16]=[C:17]([O:22][CH3:23])[CH2:18][C:19]=4[CH2:20][CH2:21][C@H:10]3[C@@H:9]1[CH2:8][CH2:7][C:6]2=[O:24])[CH2:2][CH2:3][CH3:4] |f:2.3.4.5,6.7.8|. Procedure: Reflux 13β-n-butyl-3-methoxy-gona-2,5(10)-dien-17β-ol (8 g.) in toluene (450 cc.) containing cyclohexanone (120 cc.) and aluminium isopropoxide (5 g.) under nitrogen for 4 hours. Cool, and add water (15 cc.) dropwise, followed by anhydrous sodium sulphate. Filter the mixture, wash the residue with ether and combine the filtrate and washings, dry and evaporate finally at 90°/1.05 mm. to give 13β-n-butyl-3-methoxy-gona-2,5(10)-dien-17-one (6.0 g.), m.p. 124°-128°, (from methanol); infrared absorpt... The reactants are ClC=1C=C(C=CC1Cl)C(CC(=O)O)CC(=O)NCC1=CC=C(C=C1)OC (3,4-Dichloro-beta-[2-[(4-methoxyphenyl)methylamino]-2-oxoethyl]benzenepropanoic acid), C(=O)(N1C=NC=C1)N1C=NC=C1 (carbonyldiimidazole), N,N-dimethylaminopyridine, CCOC(=O)C (EtOAc), [BH4-].[Na+] (NaBH4), CCOC(=O)C (EtOAc). The solvent is O (H2O). Reaction conditions: time 15 minute. Product: ClC=1C=C(C=CC1Cl)C(CC(=O)N(C1=CC=C(C=C1)OC)C)CCO (3,4-Dichloro-beta-(2-hydroxyethyl)-N-methyl-N-(4-methoxyphenyl)-benzenepropanamide). As a reaction SMILES: [Cl:1][C:2]1[CH:3]=[C:4]([CH:9]([CH2:14][C:15]([NH:17][CH2:18][C:19]2[CH:24]=[CH:23][C:22](OC)=[CH:21]C=2)=[O:16])[CH2:10][C:11]([OH:13])=O)[CH:5]=[CH:6][C:7]=1[Cl:8].[C:27](N1C=CN=C1)(N1C=CN=C1)=[O:28].[BH4-].[Na+].[CH3:41]COC(C)=O>O>[Cl:1][C:2]1[CH:3]=[C:4]([CH:9]([CH2:10][CH2:11][OH:13])[CH2:14][C:15]([N:17]([CH3:41])[C:18]2[CH:19]=[CH:24][C:23]([O:28][CH3:27])=[CH:22][CH:21]=2)=[O:16])[CH:5]=[CH:6][C:7]=1[Cl:8] |f:2.3|. Reported procedure: 3,4-Dichloro-beta-[2-[(4-methoxyphenyl)methylamino]-2-oxoethyl]benzenepropanoic acid (7.2 g) in EtOAc (125 mL) was treated with carbonyldiimidazole (4.4 g) and N,N-dimethylaminopyridine (0.22 g). The resulting solution was stirred at room temperature for 15 minutes and then heated at 50° C. for one hour. The reaction mixture was cooled to 0° C. and treated with a solution of NaBH4 (4.46 g) in H2O (75 mL), warmed slowly to room temperature and stirred for 12 hours. The reaction mixture was then d... The product is COC(=O)C12C(CCC2C1)=O (2-oxo-bicyclo[3.1.0]hexane-1-carboxylic acid methyl ester). Run at time 3 hour. Run in C1=CC=CC=C1 (benzene). Starting materials: COC(C(C(CCC=C)=O)=[N+]=[N-])=O (2-diazo-3-oxo-6-heptenoic acid methyl ester), 1, cupric sulfate. Procedure: In an argon atmosphere, the unpurified 2-diazo-3-oxo-6-heptenoic acid methyl ester of Preparation 1 (4.55 g, 25 mmol) was dissolved in 100 ml of benzene. Anhydrous cupric sulfate (2.5 g) was added as a catalyst to the solution. The mixture was stirred for about 3 hours under reflux. After confirming the disappearance of the starting materials by thin layer chromatography, the reaction mixture was filtered through a Celite column. The solvvent was distilled off from the filtrate under reduced pre... RXN SMILES: [CH3:1][O:2][C:3](=[O:13])[C:4](=[N+]=[N-])[C:5](=[O:10])[CH2:6][CH2:7][CH:8]=[CH2:9]>C1C=CC=CC=1>[CH3:1][O:2][C:3]([C:4]12[CH2:9][CH:8]1[CH2:7][CH2:6][C:5]2=[O:10])=[O:13]. Reactants: CCCCN1CCN2CCN(CCCC)P1N(CCCC)CC2, CN1CCC(CN)CC1, CC(C)(C)[O-], Fc1ccc(-n2ncnc2-c2cc3c(s2)-c2nc(Cl)ccc2OCC3)c(F)c1, CC(=O)[O-], CC(=O)[O-], C1COCCO1, [Pd+2]. Product: CN1CCC(CNc2ccc3c(n2)-c2sc(-c4ncnn4-c4ccc(F)cc4F)cc2CCO3)CC1. Reaction SMILES: [CH2:38]([N:39]1[CH2:40][CH2:41][N:42]2[CH2:43][CH2:44][N:45]([CH2:46][CH2:47][CH2:48][CH3:49])[P:50]1[N:51]([CH2:52][CH2:53][CH2:54][CH3:55])[CH2:56][CH2:57]2)[CH2:58][CH2:59][CH3:60].[CH3:29][N:30]1[CH2:31][CH2:32][CH:33]([CH2:36][NH2:37])[CH2:34][CH2:35]1.[CH3:61][C:62]([CH3:63])([O-:64])[CH3:65].[Cl:1][c:2]1[cH:3][cH:4][c:5]2[c:6]([n:28]1)-[c:7]1[s:8][c:9](-[c:15]3[n:16](-[c:20]4[c:21]([F:27])[cH:22][c:23]([F:26])[cH:24][cH:25]4)[n:17][cH:18][n:19]3)[cH:10][c:11]1[CH2:12][CH2:13][O:14]2.[O-:73][C:74]([CH3:75])=[O:76].[O-:77][C:78]([CH3:79])=[O:80].[O:66]1[CH2:67][CH2:68][O:69][CH2:70][CH2:71]1.[Pd+2:72]>>[c:2]1([NH:37][CH2:36][CH:33]2[CH2:32][CH2:31][N:30]([CH3:29])[CH2:35][CH2:34]2)[cH:3][cH:4][c:5]2[c:6]([n:28]1)-[c:7]1[s:8][c:9](-[c:15]3[n:16](-[c:20]4[c:21]([F:27])[cH:22][c:23]([F:26])[cH:24][cH:25]4)[n:17][cH:18][n:19]3)[cH:10][c:11]1[CH2:12][CH2:13][O:14]2. Starting materials: COC1=NC(=NC(=C1)C1=CN(C2=NC=CC=C21)S(=O)(=O)C2=CC=CC=C2)NCC=2C=C(OCCCNC(OC(C)(C)C)=O)C=CC2 (tert-butyl 3-(3-((4-methoxy-6-(1-(phenylsulfonyl)-1H-pyrrolo[2,3-b]pyridin-3-yl)pyrimidin-2-ylamino)methyl)phenoxy)propylcarbamate). The solvent is CO (methanol), [OH-].[Na+] (NaOH). Product: COC1=NC(=NC(=C1)C1=CNC2=NC=CC=C21)NCC=2C=C(OCCCNC(OC(C)(C)C)=O)C=CC2 (tert-butyl 3-(3-((4-methoxy-6-(1H-pyrrolo[2,3-b]pyridin-3-yl)pyrimidin-2-ylamino)methyl)phenoxy)propylcarbamate). As a reaction SMILES: [CH3:1][O:2][C:3]1[CH:8]=[C:7]([C:9]2[C:17]3[C:12](=[N:13][CH:14]=[CH:15][CH:16]=3)[N:11](S(C3C=CC=CC=3)(=O)=O)[CH:10]=2)[N:6]=[C:5]([NH:27][CH2:28][C:29]2[CH:30]=[C:31]([CH:44]=[CH:45][CH:46]=2)[O:32][CH2:33][CH2:34][CH2:35][NH:36][C:37](=[O:43])[O:38][C:39]([CH3:42])([CH3:41])[CH3:40])[N:4]=1>CO.[OH-].[Na+]>[CH3:1][O:2][C:3]1[CH:8]=[C:7]([C:9]2[C:17]3[C:12](=[N:13][CH:14]=[CH:15][CH:16]=3)[NH:11][CH:10]=2)[N:6]=[C:5]([NH:27][CH2:28][C:29]2[CH:30]=[C:31]([CH:44]=[CH:45][CH:46]=2)[O:32][CH2:33][CH2:34][CH2:35][NH:36][C:37](=[O:43])[O:38][C:39]([CH3:42])([CH3:41])[CH3:40])[N:4]=1 |f:2.3|. Reported procedure: A mixture of Example 63B (600 mg, 0.93 mmol) in methanol (12 mL) and NaOH aqueous solution (1M, 4 mL) was stirred at room temperature for 16 hours. The mixture was filtered, and the solid was washed with water and dried in vacuo to give the title compound. Procedure: The title compound is prepared from the reaction of 2-chloro-4,6-bis[(1-cyclohexyloxy-2,2,6,6-tetramethylpiperidin-4-yl)amino]-1,3,5-triazine with ethanolamine according to the procedure of Example 1. Product: OCCNC1=NC(=NC(=N1)NC1CC(N(C(C1)(C)C)OC1CCCCC1)(C)C)NC1CC(N(C(C1)(C)C)OC1CCCCC1)(C)C (2-[(2-Hydroxyethyl)amino]-4,6-bis[(1-cyclohexyloxy-2,2,6,6-tetramethylpiperidin-4-yl)-amino]-1,3,5-triazine). RXN SMILES: Cl[C:2]1[N:7]=[C:6]([NH:8][CH:9]2[CH2:14][C:13]([CH3:16])([CH3:15])[N:12]([O:17][CH:18]3[CH2:23][CH2:22][CH2:21][CH2:20][CH2:19]3)[C:11]([CH3:25])([CH3:24])[CH2:10]2)[N:5]=[C:4]([NH:26][CH:27]2[CH2:32][C:31]([CH3:34])([CH3:33])[N:30]([O:35][CH:36]3[CH2:41][CH2:40][CH2:39][CH2:38][CH2:37]3)[C:29]([CH3:43])([CH3:42])[CH2:28]2)[N:3]=1.[CH2:44]([CH2:46][NH2:47])[OH:45]>>[OH:45][CH2:44][CH2:46][NH:47][C:2]1[N:7]=[C:6]([NH:8][CH:9]2[CH2:14][C:13]([CH3:15])([CH3:16])[N:12]([O:17][CH:18]3[CH2:23][CH2:22][CH2:21][CH2:20][CH2:19]3)[C:11]([CH3:25])([CH3:24])[CH2:10]2)[N:5]=[C:4]([NH:26][CH:27]2[CH2:32][C:31]([CH3:33])([CH3:34])[N:30]([O:35][CH:36]3[CH2:37][CH2:38][CH2:39][CH2:40][CH2:41]3)[C:29]([CH3:43])([CH3:42])[CH2:28]2)[N:3]=1. The reactants are ClC1=NC(=NC(=N1)NC1CC(N(C(C1)(C)C)OC1CCCCC1)(C)C)NC1CC(N(C(C1)(C)C)OC1CCCCC1)(C)C (2-chloro-4,6-bis[(1-cyclohexyloxy-2,2,6,6-tetramethylpiperidin-4-yl)amino]-1,3,5-triazine), C(O)CN (ethanolamine). The reactants are CCOc1cc(C(C)(C)C)ncc1C1=NC(C)(c2ccc(Cl)cc2)C(C)(c2ccc(Cl)cc2)N1C(=O)N1CCNCC1, C[Si](C)(C)N=C=O. Yields the product CCOc1cc(C(C)(C)C)ncc1C1=NC(C)(c2ccc(Cl)cc2)C(C)(c2ccc(Cl)cc2)N1C(=O)N1CCN(C(N)=O)CC1. Reaction SMILES: [C:1]([CH3:2])([CH3:3])([CH3:4])[c:5]1[cH:6][c:7]([O:40][CH2:41][CH3:42])[c:8]([C:11]2=[N:15][C:14]([CH3:16])([c:17]3[cH:18][cH:19][c:20]([Cl:23])[cH:21][cH:22]3)[C:13]([CH3:24])([c:25]3[cH:26][cH:27][c:28]([Cl:31])[cH:29][cH:30]3)[N:12]2[C:32](=[O:33])[N:34]2[CH2:35][CH2:36][NH:37][CH2:38][CH2:39]2)[cH:9][n:10]1.[CH3:43][Si:44]([CH3:45])([CH3:46])[N:47]=[C:48]=[O:49]>>[C:1]([CH3:2])([CH3:3])([CH3:4])[c:5]1[cH:6][c:7]([O:40][CH2:41][CH3:42])[c:8]([C:11]2=[N:15][C:14]([CH3:16])([c:17]3[cH:18][cH:19][c:20]([Cl:23])[cH:21][cH:22]3)[C:13]([CH3:24])([c:25]3[cH:26][cH:27][c:28]([Cl:31])[cH:29][cH:30]3)[N:12]2[C:32](=[O:33])[N:34]2[CH2:35][CH2:36][N:37]([C:48]([NH2:47])=[O:49])[CH2:38][CH2:39]2)[cH:9][n:10]1. Starting materials: C#Cc1ccc(Br)cc1, SCc1ccccc1, [Na]. Product: Brc1ccc(C=CSCc2ccccc2)cc1. RXN SMILES: [Br:1][c:2]1[cH:3][cH:4][c:5]([C:8]#[CH:9])[cH:6][cH:7]1.[CH2:10]([c:11]1[cH:12][cH:13][cH:14][cH:15][cH:16]1)[SH:17].[Na:18]>>[Br:1][c:2]1[cH:3][cH:4][c:5]([CH:8]=[CH:9][S:17][CH2:10][c:11]2[cH:12][cH:13][cH:14][cH:15][cH:16]2)[cH:6][cH:7]1.